This data is from the Open Reaction Database (ORD), a public repository of structured organic reaction records. The task is: describe an organic reaction: reactants, conditions, products, and yield Procedure: 4.00 mL 1 M aqueous NaOH solution was added to a solution of 1.00 g (1.934 mmol) ethyl 5-[2-(2-chloro-4-trifluoromethyl-phenoxy)-acetylamino]-2-(2-diethylamino-ethoxy)-benzoate in 30 mL EtOH and the mixture was stirred for 3 h at RT. 4.00 mL 1 M aqueous HCl was added and again the mixture was stirred for 1 h. The reaction mixture was evaporated down i. vac., combined with water and the precipitate was filtered off. The reactants are [OH-].[Na+] (NaOH), ClC1=C(OCC(=O)NC=2C=CC(=C(C(=O)OCC)C2)OCCN(CC)CC)C=CC(=C1)C(F)(F)F (ethyl 5-[2-(2-chloro-4-trifluoromethyl-phenoxy)-acetylamino]-2-(2-diethylamino-ethoxy)-benzoate), Cl (HCl). Conditions: time 3 hour. Run in CCO (EtOH). The product is ClC1=C(OCC(=O)NC=2C=CC(=C(C(=O)O)C2)OCCN(CC)CC)C=CC(=C1)C(F)(F)F (5-[2-(2-chloro-4-trifluoromethyl-phenoxy)-acetylamino]-2-(2-diethylamino-ethoxy) -benzoic acid). As a reaction SMILES: [OH-].[Na+].[Cl:3][C:4]1[CH:33]=[C:32]([C:34]([F:37])([F:36])[F:35])[CH:31]=[CH:30][C:5]=1[O:6][CH2:7][C:8]([NH:10][C:11]1[CH:12]=[CH:13][C:14]([O:22][CH2:23][CH2:24][N:25]([CH2:28][CH3:29])[CH2:26][CH3:27])=[C:15]([CH:21]=1)[C:16]([O:18]CC)=[O:17])=[O:9].Cl>CCO>[Cl:3][C:4]1[CH:33]=[C:32]([C:34]([F:35])([F:36])[F:37])[CH:31]=[CH:30][C:5]=1[O:6][CH2:7][C:8]([NH:10][C:11]1[CH:12]=[CH:13][C:14]([O:22][CH2:23][CH2:24][N:25]([CH2:28][CH3:29])[CH2:26][CH3:27])=[C:15]([CH:21]=1)[C:16]([OH:18])=[O:17])=[O:9] |f:0.1|. The reactants are FC(C(=O)O)(F)F.CN1CCN(CC1)C1=CC=C2C(=N1)NN=C2C(=O)O (6-(4-Methyl-1-piperazinyl)-1H-pyrazolo[3,4-b]pyridine-3-carboxylate trifluoroacetate), OS(=O)(=O)O (H2SO4). The solvent is CO (MeOH). The product is CN1CCN(CC1)C1=CC=C2C(=N1)NN=C2C(=O)OC (Methyl 6-(4-methyl-1-piperazinyl)-1H-pyrazolo[3,4-b]pyridine-3-carboxylate). Reaction SMILES: F[C:2](F)(F)C(O)=O.[CH3:8][N:9]1[CH2:14][CH2:13][N:12]([C:15]2[N:20]=[C:19]3[NH:21][N:22]=[C:23]([C:24]([OH:26])=[O:25])[C:18]3=[CH:17][CH:16]=2)[CH2:11][CH2:10]1.OS(O)(=O)=O>CO>[CH3:8][N:9]1[CH2:10][CH2:11][N:12]([C:15]2[N:20]=[C:19]3[NH:21][N:22]=[C:23]([C:24]([O:26][CH3:2])=[O:25])[C:18]3=[CH:17][CH:16]=2)[CH2:13][CH2:14]1 |f:0.1|. Procedure details: 6-(4-Methyl-1-piperazinyl)-1H-pyrazolo[3,4-b]pyridine-3-carboxylate trifluoroacetate (1.82 g, 4.8 mmole) was refluxed overnight in 300 mL of MeOH containing 2 mL of concentrated H2SO4. The reaction mixture was concentrated to ca. 100 mL and then distributed between EtOAc and an aqueous NaHCO3 solution. The aqueous phase was extracted additional two times with EtOAc and then the combined organic phase was dried and concentrated. Recrystallization from MeOH gave 1.21 g (91%) of analytically pure p... The reactants are C1(=CC=CC=C1)C(C1CCN(CC1)CCCC(O)C1=CC=C(C=C1)F)C1=CC=CC=C1 (4-(diphenylmethyl)-α-(p-fluorophenyl)-1-piperidinebutanol), Cl (HCl), CC(CC)=O (butanone). The solvent is C(C)(C)O (isopropyl alcohol). The product is O.Cl.C1(=CC=CC=C1)C(C1CCN(CC1)CCC=CC1=CC=C(C=C1)F)C1=CC=CC=C1.C1(=CC=CC=C1)C(C1=CC=CC=C1)C1CCN(CC1)CCC=CC1=CC=C(C=C1)F.Cl (4-(Diphenylmethyl)-1-[4-(p-fluorophenyl)-3-butenyl]-piperidine hydrochloride hemihydrate). RXN SMILES: [C:1]1([CH:7]([C:26]2[CH:31]=[CH:30][CH:29]=[CH:28][CH:27]=2)[CH:8]2[CH2:13][CH2:12][N:11]([CH2:14][CH2:15][CH2:16][CH:17]([C:19]3[CH:24]=[CH:23][C:22]([F:25])=[CH:21][CH:20]=3)[OH:18])[CH2:10][CH2:9]2)[CH:6]=[CH:5][CH:4]=[CH:3][CH:2]=1.[ClH:32].CC(=O)CC>C(O)(C)C>[OH2:18].[ClH:32].[C:26]1([CH:7]([C:1]2[CH:2]=[CH:3][CH:4]=[CH:5][CH:6]=2)[CH:8]2[CH2:9][CH2:10][N:11]([CH2:14][CH2:15][CH:16]=[CH:17][C:19]3[CH:20]=[CH:21][C:22]([F:25])=[CH:23][CH:24]=3)[CH2:12][CH2:13]2)[CH:31]=[CH:30][CH:29]=[CH:28][CH:27]=1.[C:1]1([CH:7]([CH:8]2[CH2:9][CH2:10][N:11]([CH2:14][CH2:15][CH:16]=[CH:17][C:19]3[CH:20]=[CH:21][C:22]([F:25])=[CH:23][CH:24]=3)[CH2:12][CH2:13]2)[C:26]2[CH:31]=[CH:30][CH:29]=[CH:28][CH:27]=2)[CH:2]=[CH:3][CH:4]=[CH:5][CH:6]=1.[ClH:32] |f:4.5.6.7.8|. Procedure details: A mixture of 24 g (0.057 mole) of 4-(diphenylmethyl)-α-(p-fluorophenyl)-1-piperidinebutanol, 500 ml of 37% HCl, 100 ml of butanone and 200 ml of isopropyl alcohol was heated to reflux under an atmosphere of nitrogen for 18 hours. The solvent and excess acid were removed under vacuum and the residue was dissolved in toluene. Ether was added to the toluene solution, and an oily precipitate formed. The toluene and ether were decanted, and the precipitate was recrystallized from ethyl acetate to giv... Starting materials: CC1(C)CC2CC(C)(CN2C(=O)c2ccc(OC3CCC(C(=O)O)CC3)cc2)C1, ClCCl, CN(C)C=O, O=S(Cl)Cl. Product: CC1(C)CC2CC(C)(CN2C(=O)c2ccc(OC3CCC(C(N)=O)CC3)cc2)C1. RXN SMILES: [CH3:1][C:2]12[CH2:3][C:4]([CH3:28])([CH3:29])[CH2:5][CH:6]([N:7]([C:9](=[O:10])[c:11]3[cH:12][cH:13][c:14]([O:15][CH:16]4[CH2:17][CH2:18][CH:19]([C:22](=[O:23])[OH:24])[CH2:20][CH2:21]4)[cH:25][cH:26]3)[CH2:8]1)[CH2:27]2.[Cl:39][CH2:40][Cl:41].[O:34]=[CH:35][N:36]([CH3:37])[CH3:38].[S:30]([Cl:31])([Cl:32])=[O:33]>>[CH3:1][C:2]12[CH2:3][C:4]([CH3:28])([CH3:29])[CH2:5][CH:6]([N:7]([C:9](=[O:10])[c:11]3[cH:12][cH:13][c:14]([O:15][CH:16]4[CH2:17][CH2:18][CH:19]([C:22](=[O:23])[NH2:36])[CH2:20][CH2:21]4)[cH:25][cH:26]3)[CH2:8]1)[CH2:27]2. Reactants: C(C)(C)OC1=C(C(=O)O)C=C(C=C1)S(=O)(=O)C (2-isopropoxy-5-methanesulfonyl-benzoic acid), C(C)OC1=CC2=C(N=C(S2)N2CCNCC2)C=C1 (6-ethoxy-2-piperazin-1-yl-benzothiazole). Run in O1CCCC1 (tetrahydrofuran). Yields the product C(C)OC1=CC2=C(N=C(S2)N2CCN(CC2)C(=O)C2=C(C=CC(=C2)S(=O)(=O)C)OC(C)C)C=C1 ([4-(6-Ethoxy-benzothiazol-2-yl)-piperazin-1-yl]-(2-isopropoxy-5-methanesulfonyl-phenyl) -methanone). RXN SMILES: [CH:1]([O:4][C:5]1[CH:13]=[CH:12][C:11]([S:14]([CH3:17])(=[O:16])=[O:15])=[CH:10][C:6]=1[C:7]([OH:9])=O)([CH3:3])[CH3:2].[CH2:18]([O:20][C:21]1[CH:35]=[CH:34][C:24]2[N:25]=[C:26]([N:28]3[CH2:33][CH2:32][NH:31][CH2:30][CH2:29]3)[S:27][C:23]=2[CH:22]=1)[CH3:19]>O1CCCC1>[CH2:18]([O:20][C:21]1[CH:35]=[CH:34][C:24]2[N:25]=[C:26]([N:28]3[CH2:33][CH2:32][N:31]([C:7]([C:6]4[CH:10]=[C:11]([S:14]([CH3:17])(=[O:16])=[O:15])[CH:12]=[CH:13][C:5]=4[O:4][CH:1]([CH3:2])[CH3:3])=[O:9])[CH2:30][CH2:29]3)[S:27][C:23]=2[CH:22]=1)[CH3:19]. Procedure details: Prepared in analogy to example 1.1 b) from 2-isopropoxy-5-methanesulfonyl-benzoic acid (Example 2.2) and 6-ethoxy-2-piperazin-1-yl-benzothiazole in tetrahydrofuran. The crude material was purified by chromatography (SiO2, heptane/ethyl acetate), and the residue was then triturated in ether to yield the title compound as a white solid. The reactants are CN1CCNCC1, CS(C)=O, CC1COc2c(F)c(Cl)cc3c(=O)c(C(=O)O)cn1c23. The product is CC1COc2c(N3CCN(C)CC3)c(Cl)cc3c(=O)c(C(=O)O)cn1c23. Reaction SMILES: [CH3:21][N:22]1[CH2:23][CH2:24][NH:25][CH2:26][CH2:27]1.[CH3:28][S:29](=[O:30])[CH3:31].[Cl:1][c:2]1[c:3]([F:20])[c:4]2[c:5]3[n:6]([cH:11][c:12]([C:17](=[O:18])[OH:19])[c:13](=[O:16])[c:14]3[cH:15]1)[CH:7]([CH3:10])[CH2:8][O:9]2>>[Cl:1][c:2]1[c:3]([N:25]2[CH2:24][CH2:23][N:22]([CH3:21])[CH2:27][CH2:26]2)[c:4]2[c:5]3[n:6]([cH:11][c:12]([C:17](=[O:18])[OH:19])[c:13](=[O:16])[c:14]3[cH:15]1)[CH:7]([CH3:10])[CH2:8][O:9]2. Reactants: BrCCCCBr, CC1=CCC(C(=O)O)CC1, [Mg], C1CCOC1, O=S(=O)(O)O. Product: CC1=CCC(C2(O)CCCC2)CC1. As a reaction SMILES: [Br:2][CH2:3][CH2:4][CH2:5][CH2:6][Br:7].[CH3:8][C:9]1=[CH:10][CH2:11][CH:12]([C:15](=[O:16])[OH:17])[CH2:13][CH2:14]1.[Mg:1].[O:23]1[CH2:24][CH2:25][CH2:26][CH2:27]1.[S:18](=[O:19])(=[O:20])([OH:21])[OH:22]>>[CH2:3]1[CH2:4][CH2:5][CH2:6][C:15]1([CH:12]1[CH2:11][CH:10]=[C:9]([CH3:8])[CH2:14][CH2:13]1)[OH:17].